Task: describe an organic reaction: reactants, conditions, products, and yield. Dataset: the Open Reaction Database (ORD), a public repository of structured organic reaction records Yields the product C=CCCC(CCC=C)=O (nona-1,8-dien-5-one). Conditions: temperature -78 celsius. Reported procedure: In an oven-dried 500 mL round-bottomed flask (t=g) was added 4-Pentenoyl chloride (6.04 mL, 54.7 mmol) in THF (80 mL) to give a tan solution. After cooling to −78° C., 3-Butenylmagnesium bromide (115 mL, 57.5 mmol) was added via syringe over 90 min. After warming to room temperature for 3 hours, the reaction was quenched with saturated NH4Cl solution. THF was stripped off and the remaining was extracted with EtOAc. The organic layer was washed with brine, dried with Na2SO4, and concentrated to a... Solvent: C1CCOC1 (THF). The reactants are C(CCC=C)(=O)Cl (4-Pentenoyl chloride), C(CC=C)[Mg]Br (3-Butenylmagnesium bromide). As a reaction SMILES: [C:1](Cl)(=[O:6])[CH2:2][CH2:3][CH:4]=[CH2:5].[CH2:8]([Mg]Br)[CH2:9][CH:10]=[CH2:11]>C1COCC1>[CH2:5]=[CH:4][CH2:3][CH2:2][C:1](=[O:6])[CH2:11][CH2:10][CH:9]=[CH2:8].